Dataset: the Open Reaction Database (ORD), a public repository of structured organic reaction records. Task: describe an organic reaction: reactants, conditions, products, and yield The reactants are Cl, [K+], [K+], O=C([O-])[O-], Cc1cc(C)cc(CC(OC(=O)N2CCC(N3CCc4ccccc4NC3=O)CC2)C(=O)N2CCN(C3CCN(C(=O)OC(C)(C)C)CC3)CC2)c1, CN(C)C=O. Product: Cc1cc(C)cc(CC(OC(=O)N2CCC(N3CCc4ccccc4NC3=O)CC2)C(=O)N2CCN(C3CCNCC3)CC2)c1. As a reaction SMILES: [ClH:59].[K+:53].[K+:54].[O-:55][C:56]([O-:57])=[O:58].[O:1]=[C:2]1[NH:3][c:4]2[c:5]([cH:49][cH:50][cH:51][cH:52]2)[CH2:6][CH2:7][N:8]1[CH:9]1[CH2:10][CH2:11][N:12]([C:15](=[O:16])[O:17][CH:18]([C:19](=[O:20])[N:21]2[CH2:22][CH2:23][N:24]([CH:27]3[CH2:28][CH2:29][N:30]([C:33]([O:34][C:35]([CH3:36])([CH3:37])[CH3:38])=[O:39])[CH2:31][CH2:32]3)[CH2:25][CH2:26]2)[CH2:40][c:41]2[cH:42][c:43]([CH3:48])[cH:44][c:45]([CH3:47])[cH:46]2)[CH2:13][CH2:14]1.[O:60]=[CH:61][N:62]([CH3:63])[CH3:64]>>[O:1]=[C:2]1[NH:3][c:4]2[c:5]([cH:49][cH:50][cH:51][cH:52]2)[CH2:6][CH2:7][N:8]1[CH:9]1[CH2:10][CH2:11][N:12]([C:15](=[O:16])[O:17][CH:18]([C:19](=[O:20])[N:21]2[CH2:22][CH2:23][N:24]([CH:27]3[CH2:28][CH2:29][NH:30][CH2:31][CH2:32]3)[CH2:25][CH2:26]2)[CH2:40][c:41]2[cH:42][c:43]([CH3:48])[cH:44][c:45]([CH3:47])[cH:46]2)[CH2:13][CH2:14]1. Reactants: C(C=C)Cl (allyl chloride), C1(=CC=CC=C1)P(C1=CC=CC=C1)C1=CC=CC=C1 (triphenyl phosphine), C(C=C)O (allyl alcohol), C(C=C)(=O)OC (methyl acrylate). Reagents/catalysts: [Br-].C(C)[N+](CC)(CC)CC (tetraethyl ammonium bromide). Conditions: temperature 120 celsius. Product: C(\C=C\C=C\C)(=O)OC (Methyl sorbate). Reaction SMILES: [CH2:1](Cl)[CH:2]=[CH2:3].C1(P(C2C=CC=CC=2)C2C=CC=CC=2)C=CC=CC=1.C(O)C=C.[C:28]([O:32][CH3:33])(=[O:31])[CH:29]=[CH2:30]>[Br-].C([N+](CC)(CC)CC)C>[C:28]([O:32][CH3:33])(=[O:31])/[CH:29]=[CH:30]/[CH:1]=[CH:2]/[CH3:3] |f:4.5|. Procedure details: Quantities of 1.9 grams alyl allyl chloride dimer, 2.75 grams tetraethyl ammonium bromide, 5.25 grams of triphenyl phosphine, 45 cc allyl alcohol, and 60 cc methyl acrylate are introduced into a reaction chamber and heated to 120°C for 20 hours. Methyl sorbate is produced to the extent of 10% by weight of the final reaction solution.